The task is: describe an organic reaction: reactants, conditions, products, and yield. This data is from the Open Reaction Database (ORD), a public repository of structured organic reaction records. Starting materials: NC(C=NO)(C)C (α-aminoisobutyraldoxime), N(O)=S1NC=CC(C1)=O (oximino-thiazin-5-one), SCC(=O)OCC (Ethyl mercaptoacetate), [OH-].[Na+] (sodium hydroxide), ClCl (Chlorine). The solvent is O (water). Conditions: temperature 0 celsius. Product: N(O)=C1SCC(NC1)=O (oximino-tetrahydro-1,4-thiazin-5-one). RXN SMILES: N(=[S:3]1[CH2:8][C:7](=[O:9])C=CN1)O.[NH2:10][C:11](C)(C)[CH:12]=[N:13][OH:14].ClCl.SCC(OCC)=O.[OH-].[Na+]>O>[N:13](=[C:12]1[CH2:11][NH:10][C:7](=[O:9])[CH2:8][S:3]1)[OH:14] |f:4.5|. Procedure details: The oximino-thiazin-5-one compounds used as starting materials in preparing the compounds of this invention can be prepared by the methods disclosed in U.S. Pat. No. 4,071,627. In one method, a solution of α-aminoisobutyraldoxime and water is stirred and cooled to 0° C. Chlorine is added to the solution and the mixture is stirred. Ethyl mercaptoacetate and a base, such as sodium hydroxide, are added to produce an oximino-tetrahydro-1,4-thiazin-5-one. Starting materials: Clc1ccc(CP(Br)(c2ccccc2)(c2ccccc2)c2ccccc2)cc1Cl, C1CCOC1, O=CCCCc1ccc([N+](=O)[O-])cc1. The product is O=[N+]([O-])c1ccc(CCCC=Cc2ccc(Cl)c(Cl)c2)cc1. As a reaction SMILES: [Br:1][P:2]([c:3]1[cH:4][cH:5][cH:6][cH:7][cH:8]1)([c:9]1[cH:10][cH:11][cH:12][cH:13][cH:14]1)([c:15]1[cH:16][cH:17][cH:18][cH:19][cH:20]1)[CH2:21][c:22]1[cH:23][c:24]([Cl:29])[c:25]([Cl:28])[cH:26][cH:27]1.[CH2:44]1[O:45][CH2:46][CH2:47][CH2:48]1.[N+:30](=[O:31])([O-:32])[c:33]1[cH:34][cH:35][c:36]([CH2:39][CH2:40][CH2:41][CH:42]=[O:43])[cH:37][cH:38]1>>[CH:21]([c:22]1[cH:23][c:24]([Cl:29])[c:25]([Cl:28])[cH:26][cH:27]1)=[CH:42][CH2:41][CH2:40][CH2:39][c:36]1[cH:35][cH:34][c:33]([N+:30](=[O:31])[O-:32])[cH:38][cH:37]1. Starting materials: CC(C(=O)O)(C)C1CCC(CC1)=O (2-methyl-2-(4-oxocyclohexyl)propanoic acid), CCN(C(C)C)C(C)C (DIPEA), C(C1=CC=CC=C1)Br (benzyl bromide). Solvent: C(C)#N (acetonitrile), C(Cl)(Cl)Cl (CHCl3). Reaction conditions: time 8 hour. Yields the product CC(C(=O)OCC1=CC=CC=C1)(C)C1CCC(CC1)=O (benzyl 2-methyl-2-(4-oxocyclohexyl)propanoate). Isolated yield 67.1%. Reaction SMILES: [CH3:1][C:2]([CH:7]1[CH2:12][CH2:11][C:10](=[O:13])[CH2:9][CH2:8]1)([CH3:6])[C:3]([OH:5])=[O:4].CCN(C(C)C)C(C)C.[CH2:23](Br)[C:24]1[CH:29]=[CH:28][CH:27]=[CH:26][CH:25]=1>C(#N)C.C(Cl)(Cl)Cl>[CH3:6][C:2]([CH:7]1[CH2:8][CH2:9][C:10](=[O:13])[CH2:11][CH2:12]1)([CH3:1])[C:3]([O:5][CH2:23][C:24]1[CH:29]=[CH:28][CH:27]=[CH:26][CH:25]=1)=[O:4]. Procedure details: To a solution of 2-methyl-2-(4-oxocyclohexyl)propanoic acid (0.184 g, 1 mmol) and DIPEA (0.192 mL, 1.100 mmol) in acetonitrile (1 mL) and CHCl3 (1 mL) was added benzyl bromide (0.131 mL, 1.100 mmol) and the mixture was stirred at rt overnight. The reaction mixture was evaporated to dryness and purified by silica gel FCC (0-5% EtOAC in DCM) to afford benzyl 2-methyl-2-(4-oxocyclohexyl)propanoate as a clear oil (184 mg), which was dissolved in CH2Cl2 (2 mL) was treated with Deoxo-Fluor® (0.442 mL,...